describe an organic reaction: reactants, conditions, products, and yield From a dataset of the Open Reaction Database (ORD), a public repository of structured organic reaction records. The reactants are ice water, ClC=1C=CC(=C(C(=O)Cl)C1)OC (5-chloro-2-methoxybenzoyl chloride), Cl.NC1COC2=CC(=CC=C2C1=O)C (3-amino-7-methyl-4-chromanone hydrochloride), petroleum ether ethyl acetate toluene. Solvent: N1=CC=CC=C1 (pyridine). The product is ClC=1C=CC(=C(C(=O)NC2COC3=CC(=CC=C3C2=O)C)C1)OC (3-(5-Chloro-2-methoxybenzamido)-7-methyl-4-chromanone). RXN SMILES: [Cl:1][C:2]1[CH:3]=[CH:4][C:5]([O:11][CH3:12])=[C:6]([CH:10]=1)[C:7](Cl)=[O:8].Cl.[NH2:14][CH:15]1[C:24](=[O:25])[C:23]2[C:18](=[CH:19][C:20]([CH3:26])=[CH:21][CH:22]=2)[O:17][CH2:16]1>N1C=CC=CC=1>[Cl:1][C:2]1[CH:3]=[CH:4][C:5]([O:11][CH3:12])=[C:6]([CH:10]=1)[C:7]([NH:14][CH:15]1[C:24](=[O:25])[C:23]2[C:18](=[CH:19][C:20]([CH3:26])=[CH:21][CH:22]=2)[O:17][CH2:16]1)=[O:8] |f:1.2|. Procedure details: 17.5 g (85 mmol) of 5-chloro-2-methoxybenzoyl chloride were added to a solution of 18.2 g (85 mmol) of 3-amino-7-methyl-4-chromanone hydrochloride (Hebd. Seances Acad. Sci. Ser. C. 279, 281-284) in 90 ml of pyridine at room temperature. After the mixture had been stirred for 2 hours (TLC control: silica gel plate using petroleum ether/ethyl acetate/toluene 2:2:1), it was introduced into ice/water. The precipitate was filtered off with suction, washed several times with water and dried. The 3-(5-... The reactants are COC(=O)c1ccc2c(C3CCCCC3)c3n(c2c1)CC(N(C)CCN1CCC(N(C)S(=O)(=O)NC(=O)OC(C)(C)C)C1)COc1ccccc1-3, [K+], C1COCCO1, [OH-]. Yields the product CN(CCN1CCC(N(C)S(=O)(=O)NC(=O)OC(C)(C)C)C1)C1COc2ccccc2-c2c(C3CCCCC3)c3ccc(C(=O)O)cc3n2C1. As a reaction SMILES: [C:1]([CH3:2])([CH3:3])([CH3:4])[O:5][C:6](=[O:7])[NH:8][S:9](=[O:10])(=[O:11])[N:12]([CH:13]1[CH2:14][N:15]([CH2:18][CH2:19][N:20]([CH:21]2[CH2:22][O:23][c:24]3[c:25]([cH:46][cH:47][cH:48][cH:49]3)-[c:26]3[n:27]([c:29]4[cH:30][c:31]([C:42](=[O:43])[O:44][CH3:45])[cH:32][cH:33][c:34]4[c:35]3[CH:36]3[CH2:37][CH2:38][CH2:39][CH2:40][CH2:41]3)[CH2:28]2)[CH3:50])[CH2:16][CH2:17]1)[CH3:51].[K+:53].[O:54]1[CH2:55][CH2:56][O:57][CH2:58][CH2:59]1.[OH-:52]>>[C:1]([CH3:2])([CH3:3])([CH3:4])[O:5][C:6](=[O:7])[NH:8][S:9](=[O:10])(=[O:11])[N:12]([CH:13]1[CH2:14][N:15]([CH2:18][CH2:19][N:20]([CH:21]2[CH2:22][O:23][c:24]3[c:25]([cH:46][cH:47][cH:48][cH:49]3)-[c:26]3[n:27]([c:29]4[cH:30][c:31]([C:42](=[O:43])[OH:44])[cH:32][cH:33][c:34]4[c:35]3[CH:36]3[CH2:37][CH2:38][CH2:39][CH2:40][CH2:41]3)[CH2:28]2)[CH3:50])[CH2:16][CH2:17]1)[CH3:51].